From a dataset of the Open Reaction Database (ORD), a public repository of structured organic reaction records. describe an organic reaction: reactants, conditions, products, and yield Reactants: C(C)(C)(C)OC(=O)N1CCC(CC1)NN1C(CN(CC1)S(=O)(=O)C1=CC2=CC=C(C=C2C=C1)Cl)=O (1-[1-(tert-Butoxycarbonyl)-4-piperidinylamino]-4-(6-chloronaphthalene-2-sulfonyl)-2-piperazinone), solution, Cl (hydrochloric acid). Run in C(C)(=O)OCC (ethyl acetate). Run at time 30 minute. Product: Cl.ClC=1C=C2C=CC(=CC2=CC1)S(=O)(=O)N1CC(N(CC1)NC1CCNCC1)=O (4-(6-chloronaphthalene-2-sulfonyl)-1-(4-piperidinylamino)-2-piperazinone hydrochloride). RXN SMILES: C(OC([N:8]1[CH2:13][CH2:12][CH:11]([NH:14][N:15]2[CH2:20][CH2:19][N:18]([S:21]([C:24]3[CH:33]=[CH:32][C:31]4[C:26](=[CH:27][CH:28]=[C:29]([Cl:34])[CH:30]=4)[CH:25]=3)(=[O:23])=[O:22])[CH2:17][C:16]2=[O:35])[CH2:10][CH2:9]1)=O)(C)(C)C.Cl>C(OCC)(=O)C>[ClH:34].[Cl:34][C:29]1[CH:30]=[C:31]2[C:26](=[CH:27][CH:28]=1)[CH:25]=[C:24]([S:21]([N:18]1[CH2:19][CH2:20][N:15]([NH:14][CH:11]3[CH2:10][CH2:9][NH:8][CH2:13][CH2:12]3)[C:16](=[O:35])[CH2:17]1)(=[O:22])=[O:23])[CH:33]=[CH:32]2 |f:3.4|. Reported procedure: 1-[1-(tert-Butoxycarbonyl)-4-piperidinylamino]-4-(6-chloronaphthalene-2-sulfonyl)-2-piperazinone (300 mg) was combined with a 4N solution of hydrochloric acid in ethyl acetate (10 ml) and stirred at room temperature for 30 minutes. The reaction mixture was concentrated to obtain a crude crystal of 4-(6-chloronaphthalene-2-sulfonyl)-1-(4-piperidinylamino)-2-piperazinone hydrochloride. A solution of the resultant 4-(6-chloronaphthalene-2-sulfonyl)-1-(4-piperidinylamino)-2-piperazinone hydrochlorid...